Dataset: the Open Reaction Database (ORD), a public repository of structured organic reaction records. Task: describe an organic reaction: reactants, conditions, products, and yield RXN SMILES: [CH3:1][CH2:2][CH2:3]Br.[I:5][C:6]1[C:7]([OH:32])=[C:8]([O:30][CH3:31])[CH:9]=[C:10]([C:12](=[O:29])[CH2:13][CH2:14][C:15]([C:17]2[CH:22]=[C:21]([O:23][CH3:24])[C:20]([O:25][CH3:26])=[C:19]([O:27][CH3:28])[CH:18]=2)=[O:16])[CH:11]=1.C(=O)([O-])[O-].[K+].[K+]>CN(C=O)C>[I:5][C:6]1[C:7]([O:32][CH2:1][CH2:2][CH3:3])=[C:8]([O:30][CH3:31])[CH:9]=[C:10]([C:12](=[O:29])[CH2:13][CH2:14][C:15]([C:17]2[CH:22]=[C:21]([O:23][CH3:24])[C:20]([O:25][CH3:26])=[C:19]([O:27][CH3:28])[CH:18]=2)=[O:16])[CH:11]=1 |f:2.3.4|. Reactants: CCCBr (n-Propyl bromide), IC=1C(=C(C=C(C1)C(CCC(=O)C1=CC(=C(C(=C1)OC)OC)OC)=O)OC)O (1-(5-iodo-4-hydroxy-3-methoxyphenyl)-4-(3,4,5-trimethoxyphenyl)butan-1,4-dione), C([O-])([O-])=O.[K+].[K+] (potassium carbonate). Reaction conditions: temperature 70 celsius, time 2 hour. The solvent is CN(C)C=O (DMF). Reported procedure: n-Propyl bromide (29.2 mL, 0.32 mole) was added to a solution of 1-(5-iodo-4-hydroxy-3-methoxyphenyl)-4-(3,4,5-trimethoxyphenyl)butan-1,4-dione (100 g, 0.2 mole) in DMF (400 mL) containing potassium carbonate (96 g, 0.35 mole). The mixture was stirred at 70° C. for 2 hours during which time starting material disappeared. The mixture was cooled, filtered, and extracted with ethyl acetate, and the extract was washed with water and brine, dried over anhydrous MgSO4, and evaporated in vacuo to affor... Yields the product IC=1C(=C(C=C(C1)C(CCC(=O)C1=CC(=C(C(=C1)OC)OC)OC)=O)OC)OCCC (1-(5-iodo-4-n-propoxy-3-methoxyphenyl)-4-(3,4,5-trimethoxyphenyl)-butan-1,4-dione). Starting materials: COC1=CC=CC2=C1C(=NCC=1N2C(=NN1)CCl)C1=CC(=CC=C1)SC (7-methoxy-1-(chloromethyl)-6-[m-(methylthio)phenyl]-4H-s-triazolo-[4,3-a][1,4]benzodiazepine), CNC (dimethylamine), [I-].[Na+] (sodium iodide). Yields the product CN(C)CC1=NN=C2N1C1=C(C(=NC2)C2=CC(=CC=C2)SC)C(=CC=C1)OC (1-[(dimethylamino)methyl]-7-methoxy-6-[m-(methylthio)phenyl]-4H-s-triazolo[4,3-a][1,4]benzodiazepine). As a reaction SMILES: [CH3:1][O:2][C:3]1[C:8]2[C:9]([C:19]3[CH:24]=[CH:23][CH:22]=[C:21]([S:25][CH3:26])[CH:20]=3)=[N:10][CH2:11][C:12]3[N:13]([C:14]([CH2:17]Cl)=[N:15][N:16]=3)[C:7]=2[CH:6]=[CH:5][CH:4]=1.[CH3:27][NH:28][CH3:29].[I-].[Na+]>>[CH3:27][N:28]([CH2:17][C:14]1[N:13]2[C:7]3[CH:6]=[CH:5][CH:4]=[C:3]([O:2][CH3:1])[C:8]=3[C:9]([C:19]3[CH:24]=[CH:23][CH:22]=[C:21]([S:25][CH3:26])[CH:20]=3)=[N:10][CH2:11][C:12]2=[N:16][N:15]=1)[CH3:29] |f:2.3|. Procedure details: In the manner given in Example 1, 7-methoxy-1-(chloromethyl)-6-[m-(methylthio)phenyl]-4H-s-triazolo-[4,3-a][1,4]benzodiazepine was reacted with dimethylamine in the presence of sodium iodide to give 1-[(dimethylamino)methyl]-7-methoxy-6-[m-(methylthio)phenyl]-4H-s-triazolo[4,3-a][1,4]benzodiazepine. The reactants are C(=O)(C(F)(F)F)O (TFA), ClC=1C(=C(C=CC1)NC1=NC=NC2=CC(=C(C=C12)O[C@H]1C[C@@H](N(CC1)C(=O)OC(C)(C)C)C(=O)NC)OC)F (tert-butyl (2R,4R)-4-({4-[(3-chloro-2-fluorophenyl)amino]-7-methoxyquinazolin-6-yl}oxy)-2-[(methylamino)carbonyl]piperidine-1-carboxylate). Run in C(Cl)Cl (DCM). Conditions: time 1 hour. Product: ClC=1C(=C(C=CC1)NC1=NC=NC2=CC(=C(C=C12)O[C@H]1C[C@@H](NCC1)C(=O)NC)OC)F ((2R,4R)-4-({4-[(3-chloro-2-fluorophenyl)amino]-7-methoxyquinazolin-6-yl}oxy)-N-methylpiperidine-2-carboxamide). Yield: 73.6%. RXN SMILES: C(O)(C(F)(F)F)=O.[Cl:8][C:9]1[C:10]([F:46])=[C:11]([NH:15][C:16]2[C:25]3[C:20](=[CH:21][C:22]([O:44][CH3:45])=[C:23]([O:26][C@@H:27]4[CH2:32][CH2:31][N:30](C(OC(C)(C)C)=O)[C@@H:29]([C:40]([NH:42][CH3:43])=[O:41])[CH2:28]4)[CH:24]=3)[N:19]=[CH:18][N:17]=2)[CH:12]=[CH:13][CH:14]=1>C(Cl)Cl>[Cl:8][C:9]1[C:10]([F:46])=[C:11]([NH:15][C:16]2[C:25]3[C:20](=[CH:21][C:22]([O:44][CH3:45])=[C:23]([O:26][C@@H:27]4[CH2:32][CH2:31][NH:30][C@@H:29]([C:40]([NH:42][CH3:43])=[O:41])[CH2:28]4)[CH:24]=3)[N:19]=[CH:18][N:17]=2)[CH:12]=[CH:13][CH:14]=1. Procedure details: TFA (25 ml) was added over a period of 5 minutes to a stirred solution of tert-butyl (2R,4R)-4-({4-[(3-chloro-2-fluorophenyl)amino]-7-methoxyquinazolin-6-yl}oxy)-2-[(methylamino)carbonyl]piperidine-1-carboxylate (5.94 g, 10.63 mmol) in DCM (25 ml) at 0° C., was added. The reaction mixture was allowed to warm to room temperature and stirred for 1 hour after which time, the reaction was complete. The reaction mixture was concentrated to dryness, azeotroped twice with toluene and the residue was pu... Starting materials: CCN=C=NCCCN(C)C, CCN(C(C)C)C(C)C, Cl, O=C(O)C(F)(F)F, O=C(O)c1ccc(-c2cccc(C(F)(F)F)c2)o1, NCC(=O)N1CCN(C(=O)c2ccccc2C(F)(F)F)CC1, CN(C)C=O, O, On1nnc2ccccc21. Yields the product O=C(NCC(=O)N1CCN(C(=O)c2ccccc2C(F)(F)F)CC1)c1ccc(-c2cccc(C(F)(F)F)c2)o1. As a reaction SMILES: [CH3:49][CH2:50][N:51]=[C:52]=[N:53][CH2:54][CH2:55][CH2:56][N:57]([CH3:58])[CH3:59].[CH:1]([N:2]([CH2:3][CH3:4])[CH:5]([CH3:6])[CH3:7])([CH3:8])[CH3:9].[ClH:60].[F:32][C:33]([F:34])([F:35])[C:36]([OH:37])=[O:38].[F:61][C:62]([c:63]1[cH:64][c:65](-[c:69]2[cH:70][cH:71][c:72]([C:74](=[O:75])[OH:76])[o:73]2)[cH:66][cH:67][cH:68]1)([F:77])[F:78].[NH2:10][CH2:11][C:12](=[O:13])[N:14]1[CH2:15][CH2:16][N:17]([C:20]([c:21]2[c:22]([C:27]([F:28])([F:29])[F:30])[cH:23][cH:24][cH:25][cH:26]2)=[O:31])[CH2:18][CH2:19]1.[O:79]=[CH:80][N:81]([CH3:82])[CH3:83].[OH2:84].[OH:39][n:40]1[c:41]2[c:42]([cH:43][cH:44][cH:45][cH:46]2)[n:47][n:48]1>>[NH:10]([CH2:11][C:12](=[O:13])[N:14]1[CH2:15][CH2:16][N:17]([C:20]([c:21]2[c:22]([C:27]([F:28])([F:29])[F:30])[cH:23][cH:24][cH:25][cH:26]2)=[O:31])[CH2:18][CH2:19]1)[C:74]([c:72]1[cH:71][cH:70][c:69](-[c:65]2[cH:64][c:63]([C:62]([F:61])([F:77])[F:78])[cH:68][cH:67][cH:66]2)[o:73]1)=[O:75]. Starting materials: CCOC(=O)N1CCN(C(=O)C(CCC(=O)OC(C)(C)C)NC(=O)c2cc(OCC(=O)O)n(-c3ccccc3)n2)CC1, NC1(C(=O)OCc2ccccc2)CCC1, ClCCCl, CCOC(C)=O, CCN(C(C)C)C(C)C, CN(C)C=O, On1nnc2ccccc21. Yields the product CCOC(=O)N1CCN(C(=O)C(CCC(=O)OC(C)(C)C)NC(=O)c2cc(OCC(=O)NC3(C(=O)OCc4ccccc4)CCC3)n(-c3ccccc3)n2)CC1. As a reaction SMILES: [CH2:1]([CH3:2])[O:3][C:4](=[O:5])[N:6]1[CH2:7][CH2:8][N:9]([C:12]([CH:13]([CH2:14][CH2:15][C:16](=[O:17])[O:18][C:19]([CH3:20])([CH3:21])[CH3:22])[NH:23][C:24](=[O:25])[c:26]2[n:27][n:28](-[c:36]3[cH:37][cH:38][cH:39][cH:40][cH:41]3)[c:29]([O:31][CH2:32][C:33](=[O:34])[OH:35])[cH:30]2)=[O:42])[CH2:10][CH2:11]1.[CH2:62]([c:63]1[cH:64][cH:65][cH:66][cH:67][cH:68]1)[O:69][C:70](=[O:71])[C:72]1([NH2:76])[CH2:73][CH2:74][CH2:75]1.[CH2:88]([Cl:89])[CH2:90][Cl:91].[CH3:82][CH2:83][O:84][C:85](=[O:86])[CH3:87].[CH:53]([N:54]([CH2:55][CH3:56])[CH:57]([CH3:58])[CH3:59])([CH3:60])[CH3:61].[O:77]=[CH:78][N:79]([CH3:80])[CH3:81].[OH:43][n:44]1[c:45]2[c:46]([cH:47][cH:48][cH:49][cH:50]2)[n:51][n:52]1>>[CH2:1]([CH3:2])[O:3][C:4](=[O:5])[N:6]1[CH2:7][CH2:8][N:9]([C:12]([CH:13]([CH2:14][CH2:15][C:16](=[O:17])[O:18][C:19]([CH3:20])([CH3:21])[CH3:22])[NH:23][C:24](=[O:25])[c:26]2[n:27][n:28](-[c:36]3[cH:37][cH:38][cH:39][cH:40][cH:41]3)[c:29]([O:31][CH2:32][C:33](=[O:34])[NH:76][C:72]3([C:70]([O:69][CH2:62][c:63]4[cH:64][cH:65][cH:66][cH:67][cH:68]4)=[O:71])[CH2:73][CH2:74][CH2:75]3)[cH:30]2)=[O:42])[CH2:10][CH2:11]1.